From a dataset of the Open Reaction Database (ORD), a public repository of structured organic reaction records. describe an organic reaction: reactants, conditions, products, and yield Reactants: CC(C)(C)[O-], CS(C)=O, O=[N+]([O-])c1ccccc1F, [K+], Nc1ccc(C(=O)c2ccccc2)cc1. The product is O=C(c1ccccc1)c1ccc(Nc2ccccc2[N+](=O)[O-])cc1. As a reaction SMILES: [C:26]([O-:27])([CH3:28])([CH3:29])[CH3:30].[CH3:32][S:33]([CH3:34])=[O:35].[F:1][c:2]1[c:3]([N+:8](=[O:9])[O-:10])[cH:4][cH:5][cH:6][cH:7]1.[K+:31].[NH2:11][c:12]1[cH:13][cH:14][c:15]([C:16](=[O:17])[c:18]2[cH:19][cH:20][cH:21][cH:22][cH:23]2)[cH:24][cH:25]1>>[c:2]1([NH:11][c:12]2[cH:13][cH:14][c:15]([C:16](=[O:17])[c:18]3[cH:19][cH:20][cH:21][cH:22][cH:23]3)[cH:24][cH:25]2)[c:3]([N+:8](=[O:9])[O-:10])[cH:4][cH:5][cH:6][cH:7]1. Reactants: NCC=1C=CC(=C(C1)OC=1C=C(C#N)C=C(C1)Cl)Cl (3-{[5-(Aminomethyl)-2-chlorophenyl]oxy}-5-chlorobenzonitrile), COC1=C(C(=O)Cl)C=CC(=C1)OC (2,4-bis(methyloxy)benzoyl chloride), CCN(C(C)C)C(C)C (DIPEA). The solvent is C(C)#N (acetonitrile). Reaction conditions: time 8 hour. Product: ClC1=C(C=C(C=C1)CNC(C1=C(C=C(C=C1)OC)OC)=O)OC1=CC(=CC(=C1)C#N)Cl (N-({4-chloro-3-[(3-chloro-5-cyanophenyl)oxy]phenyl}methyl)-2,4-bis(methyloxy)benzamide). Yield: 57.9%. As a reaction SMILES: [NH2:1][CH2:2][C:3]1[CH:4]=[CH:5][C:6]([Cl:19])=[C:7]([O:9][C:10]2[CH:11]=[C:12]([CH:15]=[C:16]([Cl:18])[CH:17]=2)[C:13]#[N:14])[CH:8]=1.[CH3:20][O:21][C:22]1[CH:30]=[C:29]([O:31][CH3:32])[CH:28]=[CH:27][C:23]=1[C:24](Cl)=[O:25].CCN(C(C)C)C(C)C>C(#N)C>[Cl:19][C:6]1[CH:5]=[CH:4][C:3]([CH2:2][NH:1][C:24](=[O:25])[C:23]2[CH:27]=[CH:28][C:29]([O:31][CH3:32])=[CH:30][C:22]=2[O:21][CH3:20])=[CH:8][C:7]=1[O:9][C:10]1[CH:11]=[C:12]([C:13]#[N:14])[CH:15]=[C:16]([Cl:18])[CH:17]=1. Reported procedure: 3-{[5-(Aminomethyl)-2-chlorophenyl]oxy}-5-chlorobenzonitrile (0.05 g, 0.17 mmol), 2,4-bis(methyloxy)benzoyl chloride (0.046 g, 0.25 mmol) and DIPEA (0.05 mL, 0.25 mmol) were dissolved in acetonitrile (3 mL) and stirred overnight. The solvent was evaporated. Purification was accomplished by Reverse-Phase HPLC (water/acetonitrile with 0.1% TFA). The desired fractions were lyophilized then EtOAc (25 mL) and saturated NaHCO3 (10 mL) were added. The layers were separated and the aqueous layer extract...